From a dataset of the Open Reaction Database (ORD), a public repository of structured organic reaction records. describe an organic reaction: reactants, conditions, products, and yield Reactants: ClC1=C(C=C(C(=O)O)C=C1S(N)(=O)=O)[N+](=O)[O-] (4-chloro-3-nitro-5-sulphamyl-benzoic acid), CN(CCCN)C (3-dimethylaminopropylamine). Yields the product CN(CCCNC1=C(C=C(C(=O)O)C=C1S(N)(=O)=O)[N+](=O)[O-])C (4-(3-dimethylaminopropylamino)-3-nitro-5-sulphamyl-benzoic acid). Procedure details: To a suspension of 4-chloro-3-nitro-5-sulphamyl-benzoic acid (22.4 g) in water (24 ml), 3-dimethylaminopropylamine (120 ml) was added, while cooling. Then the reaction mixture was heated to 100°C and kept at this temperature for 2 hours. After cooling and evaporating in vacuo to dryness, the residue was dissolved in water (80 ml) and adjusted to a pH of 7.5 by addition of 4N hydrochloric acid. The precipitated 4-(3-dimethylaminopropylamino)-3-nitro-5-sulphamyl-benzoic acid was collected by sucti... Conditions: temperature 100 celsius, time 2 hour. As a reaction SMILES: Cl[C:2]1[C:10]([S:11](=[O:14])(=[O:13])[NH2:12])=[CH:9][C:5]([C:6]([OH:8])=[O:7])=[CH:4][C:3]=1[N+:15]([O-:17])=[O:16].[CH3:18][N:19]([CH3:24])[CH2:20][CH2:21][CH2:22][NH2:23]>O>[CH3:18][N:19]([CH3:24])[CH2:20][CH2:21][CH2:22][NH:23][C:2]1[C:10]([S:11](=[O:14])(=[O:13])[NH2:12])=[CH:9][C:5]([C:6]([OH:8])=[O:7])=[CH:4][C:3]=1[N+:15]([O-:17])=[O:16]. Run in O (water). Reagents/catalysts: CN(C1=CC=NC=C1)C (4-dimethylaminopyridine). Reaction conditions: time 1 hour. Reactants: OCC(CCN1C2=NC(=NC=C2N=C1NC(C1=CC=CC=C1)(C1=CC=CC=C1)C1=CC=CC=C1)OC)C(OC)OC(C1=CC=CC=C1)(C1=CC=CC=C1)C1=CC=CC=C1 (9-(3-hydroxymethyl-4-monomethoxytrityloxybut-1-yl)-2-monomethoxytritylaminopurine), C(C1=CC=CC=C1)(=O)OC(C1=CC=CC=C1)=O (benzoic anhydride), CN(C=O)C (N,N-dimethylformamide), CO (Methanol). Reaction SMILES: OCC(C(OC(C1C=CC=CC=1)(C1C=CC=CC=1)C1C=CC=CC=1)OC)CC[N:6]1[C:14]([NH:15]C(C2C=CC=CC=2)(C2C=CC=CC=2)C2C=CC=CC=2)=[N:13][C:12]2C1=NC(OC)=[N:10][CH:11]=2.[C:60]([O:68][C:69](=O)[C:70]1[CH:75]=[CH:74]C=C[CH:71]=1)(=[O:67])[C:61]1[CH:66]=[CH:65][CH:64]=[CH:63][CH:62]=1.C[OH:78].C[N:80]([CH3:83])[CH:81]=O>CN(C)C1C=CN=CC=1>[NH2:15][C:14]1[N:6]=[C:83]2[C:11]([N:10]=[CH:81][N:80]2[CH2:74][CH2:75][CH:70]([CH2:71][OH:78])[CH2:69][O:68][C:60](=[O:67])[C:61]2[CH:62]=[CH:63][CH:64]=[CH:65][CH:66]=2)=[CH:12][N:13]=1. Procedure details: To a solution of 9-(3-hydroxymethyl-4-monomethoxytrityloxybut-1-yl)-2-monomethoxytritylaminopurine (0.70 g, 0.9 mmol) and 4-dimethylaminopyridine (10 mg) in N,N-dimethylformamide (5 ml) was added benzoic anhydride (0.61 g, 2.7 mmol) and the solution was stirred for 1 hour. Methanol (1 ml) was added and the solvent was removed. The residue was taken up in 80% acetic acid (9 ml) and the solution was stirred at 80° for 20 minutes. Water (3 ml) was added and the solution was extracted with hexane (2... The product is NC1=NC=C2N=CN(C2=N1)CCC(COC(C1=CC=CC=C1)=O)CO (2-amino-9-(4-benzoyloxy-3-hydroxymethylbut-1-yl)purine). Reactants: C(CC)N(C(=O)C=1C=C(C(=O)OC)C=C(C1)C=1NC=CN1)CCC (Methyl 3-[(dipropylamino)carbonyl]-5-(1H-imidazol-2-yl)benzoate), [OH-].[Li+] (lithium hydroxide). The solvent is O1CCCC1.CO.O (tetrahydrofuran methanol water). Run at time 2 hour. Yields the product C(CC)N(C(=O)C=1C=C(C(=O)O)C=C(C1)C=1NC=CN1)CCC (3-[(Dipropylamino)carbonyl]-5-(1H-imidazol-2-yl)benzoic acid). As a reaction SMILES: [CH2:1]([N:4]([CH2:22][CH2:23][CH3:24])[C:5]([C:7]1[CH:8]=[C:9]([CH:14]=[C:15]([C:17]2[NH:18][CH:19]=[CH:20][N:21]=2)[CH:16]=1)[C:10]([O:12]C)=[O:11])=[O:6])[CH2:2][CH3:3].[OH-].[Li+]>O1CCCC1.CO.O>[CH2:22]([N:4]([CH2:1][CH2:2][CH3:3])[C:5]([C:7]1[CH:8]=[C:9]([CH:14]=[C:15]([C:17]2[NH:21][CH:20]=[CH:19][N:18]=2)[CH:16]=1)[C:10]([OH:12])=[O:11])=[O:6])[CH2:23][CH3:24] |f:1.2,3.4.5|. Procedure details: To a stirred solution of the ester from step 1 (260 mg, 0.79 mmol) in 2:1:1 tetrahydrofuran/methanol/water (8 mL) is added lithium hydroxide (140 mg, 3.3 mmol). The reaction mixture is stirred at room temperature for 2 h, and concentrated under reduced pressure. The residue is partitioned between water (10 mL) and diethyl ether (10 mL). The aqueous layer is acidified to pH 4-5 with 1 N hydrochloric acid and extracted with 3:1 chloroform/2-propanol (3×30 mL). The combined organic layers are dried... Reactants: C(C)N1S(CC2=C1C=C(C(=C2)[N+](=O)[O-])F)(=O)=O (1-Ethyl-6-fluoro-1,3-dihydro-5-nitro-2,1-benzisothiazole 2,2-dioxide), C(C)N1S(CC2=C1C=C(C(=C2)[N+](=O)[O-])F)(=O)=O (1-Ethyl-6-fluoro-1,3-dihydro-5-nitro-2,1-benzisothiazole 2,2-dioxide), [H][H] (hydrogen). The reagents and catalysts are [Pd] (palladium on carbon). Run in O1CCCC1 (tetrahydrofuran). The product is C(C)N1S(CC2=C1C=C(C(=C2)N)F)(=O)=O (1-Ethyl-6-fluoro-1,3-dihydro-2,1-benzisothiazol-5-amine 2,2-dioxide). The yield is 0.1%. As a reaction SMILES: [CH2:1]([N:3]1[C:7]2[CH:8]=[C:9]([F:15])[C:10]([N+:12]([O-])=O)=[CH:11][C:6]=2[CH2:5][S:4]1(=[O:17])=[O:16])[CH3:2].[H][H]>O1CCCC1.[Pd]>[CH2:1]([N:3]1[C:7]2[CH:8]=[C:9]([F:15])[C:10]([NH2:12])=[CH:11][C:6]=2[CH2:5][S:4]1(=[O:17])=[O:16])[CH3:2]. Reported procedure: 1-Ethyl-6-fluoro-1,3-dihydro-5-nitro-2,1-benzisothiazole 2,2-dioxide (Compound B from Example 1, Step C, 1.0 g), was suspended in tetrahydrofuran (20 mL) with 10% palladium on carbon (100 mg). The suspension was placed in Parr® shaker and treated with 50 psi (3.45×105Pa) of hydrogen overnight. The catalyst was then filtered off through diatomaceous earth (Celite®), and the filtrate was evaporated under reduced pressure to give the title compound of Step A as a brown solid (0.510 mg). 1H NMR (CDC... Reactants: S=C=NCCC1=CCCCC1, CCOC(C)=O, CN(C)C=O, Nc1nc2ccccc2s1. Reaction SMILES: [C:1]1([CH2:7][CH2:8][N:9]=[C:10]=[S:11])=[CH:2][CH2:3][CH2:4][CH2:5][CH2:6]1.[CH3:22][CH2:23][O:24][C:25](=[O:26])[CH3:27].[CH3:28][N:29]([CH3:30])[CH:31]=[O:32].[NH2:12][c:13]1[s:14][c:15]2[c:16]([n:17]1)[cH:18][cH:19][cH:20][cH:21]2>>[C:1]1([CH2:7][CH2:8][NH:9][C:10](=[S:11])[NH:12][c:13]2[s:14][c:15]3[c:16]([n:17]2)[cH:18][cH:19][cH:20][cH:21]3)=[CH:2][CH2:3][CH2:4][CH2:5][CH2:6]1. Product: S=C(NCCC1=CCCCC1)Nc1nc2ccccc2s1.